From a dataset of the Open Reaction Database (ORD), a public repository of structured organic reaction records. describe an organic reaction: reactants, conditions, products, and yield Reactants: C(C)(OC)(OC)OC (trimethyl orthoacetate), C(CC)(=O)O (propionic acid), C=CC(CC=C)O (1,5-hexadien-3-ol). Solvent: COC(C)(C)C (tert-butyl methyl ether). Conditions: temperature 120 celsius, time 2 hour. The product is C(CC\C=C\CC=C)(=O)OC (methyl (E)-4,7-octadienoate). RXN SMILES: [C:1](OC)([O:5][CH3:6])([O:3]C)[CH3:2].C(O)(=O)CC.[CH2:14]=[CH:15][CH:16](O)[CH2:17][CH:18]=[CH2:19]>COC(C)(C)C>[C:1]([O:5][CH3:6])(=[O:3])[CH2:2][CH2:14]/[CH:15]=[CH:16]/[CH2:17][CH:18]=[CH2:19]. Reported procedure: 78.0 g (about 0.71 mol) of 1,5-hexadien-3-ol, obtained by a Grignard reaction from allylmagnesium bromide and acrolein, were dissolved in 198.0 g (1.65 mol) of trimethyl orthoacetate and 3.0 g (0.04 mol) of propionic acid were then added. The reaction mixture was heated to 120° C. and the methanol formed during the reaction was distilled off over a 15 cm Widmer column. After 2 hours, the reaction mixture was held at 130° C. for a further 1 hour to complete the reaction and was then cooled to roo...